This data is from the Open Reaction Database (ORD), a public repository of structured organic reaction records. The task is: describe an organic reaction: reactants, conditions, products, and yield Reactants: CCNC(=O)Nc1ccc(-c2nc3c(c(N4CCOCC4C)n2)CCNC3)cc1, CN(C)C=O, Clc1cc(Cl)ncn1. The product is CCNC(=O)Nc1ccc(-c2nc3c(c(N4CCOCC4C)n2)CCN(c2cc(Cl)ncn2)C3)cc1. As a reaction SMILES: [CH2:1]([CH3:2])[NH:3][C:4](=[O:5])[NH:6][c:7]1[cH:8][cH:9][c:10](-[c:13]2[n:14][c:15]([N:23]3[CH:24]([CH3:29])[CH2:25][O:26][CH2:27][CH2:28]3)[c:16]3[c:17]([n:18]2)[CH2:19][NH:20][CH2:21][CH2:22]3)[cH:11][cH:12]1.[CH3:38][N:39]([CH3:40])[CH:41]=[O:42].[Cl:30][c:31]1[n:32][cH:33][n:34][c:35]([Cl:37])[cH:36]1>>[CH2:1]([CH3:2])[NH:3][C:4](=[O:5])[NH:6][c:7]1[cH:8][cH:9][c:10](-[c:13]2[n:14][c:15]([N:23]3[CH:24]([CH3:29])[CH2:25][O:26][CH2:27][CH2:28]3)[c:16]3[c:17]([n:18]2)[CH2:19][N:20]([c:35]2[n:34][cH:33][n:32][c:31]([Cl:30])[cH:36]2)[CH2:21][CH2:22]3)[cH:11][cH:12]1. The reactants are ClC1=CN=CC(=N1)C(=O)NC1=NN=NN1 (6-chloro-N-(1H-5-tetrazolyl)pyrazine-2-carboxamide), OC1CCNCC1 (4-hydroxypiperidine), Cl (hydrogen chloride). Solvent: C(C)O (ethanol). Yields the product OC1CCN(CC1)C1=CN=CC(=N1)C(=O)NC1=NN=NN1 (6-(4-Hydroxy-1-piperidinyl)-N-(1H-5-tetrazolyl-)pyrazine-2-carboxamide). As a reaction SMILES: Cl[C:2]1[N:7]=[C:6]([C:8]([NH:10][C:11]2[NH:15][N:14]=[N:13][N:12]=2)=[O:9])[CH:5]=[N:4][CH:3]=1.[OH:16][CH:17]1[CH2:22][CH2:21][NH:20][CH2:19][CH2:18]1.Cl>C(O)C>[OH:16][CH:17]1[CH2:22][CH2:21][N:20]([C:2]2[N:7]=[C:6]([C:8]([NH:10][C:11]3[NH:15][N:14]=[N:13][N:12]=3)=[O:9])[CH:5]=[N:4][CH:3]=2)[CH2:19][CH2:18]1. Procedure: To a suspension of 1.13 g of 6-chloro-N-(1H-5-tetrazolyl)pyrazine-2-carboxamide in 20 ml of ethanol, 1.52 g of 4-hydroxypiperidine was added, and the mixture was refluxed for 6 hours. The reaction mixture was adjusted with ethanolic hydrogen chloride to pH 3. The precipitate was collected by filtration, and recrystalized from a mixture of dimethylsulfoxide and methanol affording 1.00 g of the desired compound as pale yellow crystals, m.p. 259.5°-261° C. (decomp.). Starting materials: ClCCl, O=C(O)Cc1ccccc1F, O=S(Cl)Cl. The product is O=C(Cl)Cc1ccccc1F. Reaction SMILES: [Cl:16][CH2:17][Cl:18].[F:1][c:2]1[c:3]([CH2:8][C:9](=[O:10])[OH:11])[cH:4][cH:5][cH:6][cH:7]1.[S:12]([Cl:13])([Cl:14])=[O:15]>>[F:1][c:2]1[c:3]([CH2:8][C:9](=[O:11])[Cl:14])[cH:4][cH:5][cH:6][cH:7]1.